The task is: describe an organic reaction: reactants, conditions, products, and yield. This data is from the Open Reaction Database (ORD), a public repository of structured organic reaction records. The reactants are C(C)(=O)O[C@@H]1[C@H](O[C@H]([C@H]1OC(C1=CC=CC=C1)=O)COC(C1=CC=CC=C1)=O)N1C2=NC=NC(=C2N=C1)N (9-(2-O-acetyl-3,5-di-O-benzoyl-β-L-xylofuranosyl)adenine). The solvent is C(C)(=O)O (acetic acid). Yields the product C1[C@H]([C@@H](O[C@@H]1N2C=NC3=C2N=CN=C3N)CO)O (2′-deoxy-β-L-adenosine). Yield: 85.3%. RXN SMILES: C(O[C@H:5]1[C@H:9]([O:10]C(=O)C2C=CC=CC=2)[C@H:8]([CH2:19][O:20]C(=O)C2C=CC=CC=2)[O:7][C@@H:6]1[N:29]1[CH:37]=[N:36][C:35]2[C:30]1=[N:31][CH:32]=[N:33][C:34]=2[NH2:38])(=O)C>C(O)(=O)C>[CH2:5]1[C@@H:6]([N:29]2[C:30]3[N:31]=[CH:32][N:33]=[C:34]([NH2:38])[C:35]=3[N:36]=[CH:37]2)[O:7][C@@H:8]([CH2:19][OH:20])[C@@H:9]1[OH:10]. Procedure: Compound 2 (0.44 g, 0.56 mmol) was treated with an aqueous solution of acetic acid 80% (17 mL) at room temperature for 5 h. The mixture was concentrated to dryness, the residue was dissolved in water (20 mL) and washed with diethyl ether (2×15 mL). The aqueous layer was concentrated and co-evaporated with toluene and methanol. The desired 2′-deoxy-β-L-adenosine (β-L-dA) (0.12 g, 83%) was obtained after purification by silica gel column chromatography (0-12% MeOH in dichloromethane) and filtratio...